This data is from the Open Reaction Database (ORD), a public repository of structured organic reaction records. The task is: describe an organic reaction: reactants, conditions, products, and yield Reactants: Cl.CO (methanol hydrochloric acid), BrC=1C=C(C2=C(C3C(O2)CC=C3)C1)C=C(SC)S(=O)C ((3aSR, 8bSR)-7-bromo-3a,8b-dihydro-5-(2-methylsulfinyl-2-methylthioethenyl)-3H-cyclopenta[b]benzofuran), C(O)([O-])=O.[Na+] (sodium hydrogencarbonate). Run in CO (methanol). Reaction conditions: time 2 hour. Yields the product COC(CC1=CC(=CC=2C3C(OC21)CC=C3)Br)=O ((3aSR, 8bSR)-7-bromo-3a,8b-dihydro-3H-cyclopenta[b]benzofuran-5-acetic acid methyl ester). The yield is 99.0%. RXN SMILES: [Br:1][C:2]1[CH:3]=[C:4]([CH:14]=[C:15](S(C)=O)SC)[C:5]2[O:9][CH:8]3[CH2:10][CH:11]=[CH:12][CH:7]3[C:6]=2[CH:13]=1.Cl.C[OH:23].[C:24](=O)([O-])[OH:25].[Na+]>CO>[CH3:24][O:25][C:15](=[O:23])[CH2:14][C:4]1[C:5]2[O:9][CH:8]3[CH2:10][CH:11]=[CH:12][CH:7]3[C:6]=2[CH:13]=[C:2]([Br:1])[CH:3]=1 |f:1.2,3.4|. Procedure: (3aSR, 8bSR)-7-bromo-3a,8b-dihydro-5-(2-methylsulfinyl-2-methylthioethenyl)-3H-cyclopenta[b]benzofuran (5) (14.6 g) was dissolved in methanol (400 ml) followed by addition of a 5.24 N methanol hydrochloric acid solution (56 ml) while cooling with ice and stirring for 2 hours. Saturated sodium hydrogencarbonate solution was added to the reaction solution to neutralize followed by concentration. After extracting the residue with ethyl acetate (300 ml×2) and washing with water (50 ml) and brine (50...